From a dataset of the Open Reaction Database (ORD), a public repository of structured organic reaction records. describe an organic reaction: reactants, conditions, products, and yield As a reaction SMILES: [CH:1]1[C:9]2[C:8]3C=CC=C[C:7]=3[O:6][C:5]=2[CH:4]=[CH:3][CH:2]=1.[Cl:14][CH2:15][CH2:16][C:17](Cl)=[O:18]>>[Cl:14][CH2:15][CH2:16][C:17]([C:7]1[O:6][C:5]2[CH:4]=[CH:3][CH:2]=[CH:1][C:9]=2[CH:8]=1)=[O:18]. Yields the product ClCCC(=O)C=1OC2=C(C1)C=CC=C2 (3-Chloro-1-(benzofuran-2-yl)-1-propanone). Procedure: Using dibenzofuran and 3-chloropropionyl chloride, the same procedure as in Reference Example 2 was followed, to yield the title compound as a colorless crystal having a melting point of 116° to 118° C. Reactants: C1=CC=CC=2OC3=C(C21)C=CC=C3 (dibenzofuran), ClCCC(=O)Cl (3-chloropropionyl chloride). Reactants: C(C)OC(C(CP(=O)(OCC)OCC)CC1=CC=CC=C1)=O (2-Benzyl-3-(diethoxyphosphinyl)propionic acid ethyl ester). Solvent: [OH-].[Na+] (NaOH). The product is C(C1=CC=CC=C1)C(C(=O)O)CP(=O)(OCC)OCC (2-Benzyl-3-(diethoxyphosphinyl)propionic acid). RXN SMILES: C([O:3][C:4](=[O:22])[CH:5]([CH2:15][C:16]1[CH:21]=[CH:20][CH:19]=[CH:18][CH:17]=1)[CH2:6][P:7]([O:12][CH2:13][CH3:14])([O:9][CH2:10][CH3:11])=[O:8])C>[OH-].[Na+]>[CH2:15]([CH:5]([CH2:6][P:7]([O:9][CH2:10][CH3:11])([O:12][CH2:13][CH3:14])=[O:8])[C:4]([OH:22])=[O:3])[C:16]1[CH:17]=[CH:18][CH:19]=[CH:20][CH:21]=1 |f:1.2|. Procedure: The ester from stage (a) (3.28 g) was saponified at pH 11.3 (pH stat) for 4 hr with 1 N. NaOH (10 ml). The reaction mixture was extracted with ether (30 ml), the aqueous phase acidified to pH 2.0 with cHCl and extracted with ethyl acetate (3×30 ml). The combined extracts were dried (MgSO4) and evaporated in vacuo to a viscous oil (2.7 g). The structure was confirmed by NMR. Reaction SMILES: [C:22].[CH3:24][CH2:25][OH:26].[OH:1][CH:2]1[CH2:3][CH2:4][N:5]([CH2:8][CH2:9][CH2:10][NH:11][C:12](=[O:13])[O:14][CH2:15][c:16]2[cH:17][cH:18][cH:19][cH:20][cH:21]2)[CH2:6][CH2:7]1.[Pd:23]>>[OH:1][CH:2]1[CH2:3][CH2:4][N:5]([CH2:8][CH2:9][CH2:10][NH2:11])[CH2:6][CH2:7]1. The reactants are C, CCO, O=C(NCCCN1CCC(O)CC1)OCc1ccccc1, [Pd]. The product is NCCCN1CCC(O)CC1.